From a dataset of the Open Reaction Database (ORD), a public repository of structured organic reaction records. describe an organic reaction: reactants, conditions, products, and yield Reactants: N(=[N+]=[N-])C(C(=O)O)C1=CC=CC=C1 (2-azido-2-phenylacetic acid), S(=O)(Cl)Cl (thionyl chloride). Yields the product N(=[N+]=[N-])C(C(=O)Cl)C1=CC=CC=C1 (2-azido-2-phenylacetyl chloride). RXN SMILES: [N:1]([CH:4]([C:8]1[CH:13]=[CH:12][CH:11]=[CH:10][CH:9]=1)[C:5](O)=[O:6])=[N+:2]=[N-:3].S(Cl)([Cl:16])=O>>[N:1]([CH:4]([C:8]1[CH:13]=[CH:12][CH:11]=[CH:10][CH:9]=1)[C:5]([Cl:16])=[O:6])=[N+:2]=[N-:3]. Procedure details: A solution of 1.61 grams (9.1 mmole) of 2-azido-2-phenylacetic acid [Forster and Mueller, J. Chem. Soc., 97, 138 (1910)] and 5 ml. of thionyl chloride is heated under reflux for hour. The reaction solution is evaporated under reduced pressure to furnish a residue of 2-azido-2-phenylacetyl chloride which is dissolved in 10 ml. of dichloromethane and is added over 5 minutes to a stirred ice-bath cooled solution of 2.4 grams (10 mmole) of 6-amino-2,2-dimethyl-3-(5-tetrazolyl)penam, 2.02 grams (20 m...